This data is from the Open Reaction Database (ORD), a public repository of structured organic reaction records. The task is: describe an organic reaction: reactants, conditions, products, and yield Starting materials: CC(C)O, Nc1ncnc2cc(F)ccc12, NN. The product is NNc1ccc2c(N)ncnc2c1. As a reaction SMILES: [CH:15]([OH:16])([CH3:17])[CH3:18].[F:1][c:2]1[cH:3][cH:4][c:5]2[c:6]([NH2:12])[n:7][cH:8][n:9][c:10]2[cH:11]1.[NH2:13][NH2:14]>>[c:2]1([NH:13][NH2:14])[cH:3][cH:4][c:5]2[c:6]([NH2:12])[n:7][cH:8][n:9][c:10]2[cH:11]1. The reactants are FC1=CC=C(C=C1)O (4-fluorophenol), BrC[C@@H](CCl)C ((2R)-1-bromo-3-chloro-2-methylpropane). Product: ClC[C@H](COC1=CC=C(C=C1)F)C (1-{[(2S)-3-CHLORO-2-METHYLPROPYL]OXY}-4-FLUOROBENZENE). RXN SMILES: [F:1][C:2]1[CH:7]=[CH:6][C:5]([OH:8])=[CH:4][CH:3]=1.Br[CH2:10][C@H:11]([CH3:14])[CH2:12][Cl:13]>>[Cl:13][CH2:12][C@@H:11]([CH3:14])[CH2:10][O:8][C:5]1[CH:6]=[CH:7][C:2]([F:1])=[CH:3][CH:4]=1. Procedure: Prepared by Procedure U and Scheme AK using 4-fluorophenol and (2R)-1-bromo-3-chloro-2-methylpropane. Starting materials: [BH4-].[Na+] (NaBH4), C(C1=CC=CC=C1)N1CC2(C3(CC3)C1)OCCO2 (10-benzyl-5,8-Dioxa-10-azadispiro[2.0.4.3]undecane), C(C1=CC=CC=C1)N1CC2(CC2)C(C1)=O (5-benzyl-5-azaspiro[2.4]heptan-7-one). The solvent is CO (Methanol). Product: C(C1=CC=CC=C1)N1CC2(CC2)C(C1)=O (5-benzyl-5-azaspiro[2.4]heptan-7-one), C(C1=CC=CC=C1)N1CC2(CC2)C(C1)O (5-benzyl-5-azaspiro[2.4]heptan-7-ol). RXN SMILES: [CH2:1]([N:8]1[CH2:14][C:11]2([CH2:13][CH2:12]2)[C:10]2(OCC[O:15]2)[CH2:9]1)[C:2]1[CH:7]=[CH:6][CH:5]=[CH:4][CH:3]=1.[CH2:19]([N:26]1[CH2:32][C:31](=[O:33])[C:28]2([CH2:30][CH2:29]2)[CH2:27]1)[C:20]1[CH:25]=[CH:24][CH:23]=[CH:22][CH:21]=1.[BH4-].[Na+]>CO>[CH2:1]([N:8]1[CH2:9][C:10](=[O:15])[C:11]2([CH2:12][CH2:13]2)[CH2:14]1)[C:2]1[CH:3]=[CH:4][CH:5]=[CH:6][CH:7]=1.[CH2:19]([N:26]1[CH2:32][CH:31]([OH:33])[C:28]2([CH2:29][CH2:30]2)[CH2:27]1)[C:20]1[CH:21]=[CH:22][CH:23]=[CH:24][CH:25]=1 |f:2.3|. Reported procedure: 5-benzyl-5-azaspiro[2.4]heptan-7-one was prepared by similar manner to Example 3, starting from 10-benzyl-5,8-Dioxa-10-azadispiro[2.0.4.3]undecane (A). 5-benzyl-5-azaspiro[2.4]heptan-7-one (100 mg) then was dissolved into Methanol (8 ml) and stirred at RT. NaBH4 (100 mg) was added to the reaction and stirred at RT for 30 minutes. The reaction was evaporated and purified by column chromatography to give 5-benzyl-5-azaspiro[2.4]heptan-7-ol (85 mg) that was mixed with Pd—C (10%, 100 mg) in EtOH (15... The reactants are C(CCC)[Li] (n-butyllithium), [I-].C(C)(C)[P+](C1=CC=CC=C1)(C1=CC=CC=C1)C1=CC=CC=C1 (isopropyltriphenylphosphonium iodide). The solvent is O1CCCC1 (tetrahydrofuran), CCCCCC (hexane), O1CCCC1 (tetrahydrofuran). Yields the product C1(=CC=CC=C1)P(=C(C)C)(C1=CC=CC=C1)C1=CC=CC=C1 (triphenylisopropylidene phosphorane), solution. RXN SMILES: C([Li])CCC.[I-].[CH:7]([P+:10]([C:23]1[CH:28]=[CH:27][CH:26]=[CH:25][CH:24]=1)([C:17]1[CH:22]=[CH:21][CH:20]=[CH:19][CH:18]=1)[C:11]1[CH:16]=[CH:15][CH:14]=[CH:13][CH:12]=1)([CH3:9])[CH3:8]>CCCCCC.O1CCCC1>[C:23]1([P:10]([C:11]2[CH:12]=[CH:13][CH:14]=[CH:15][CH:16]=2)([C:17]2[CH:18]=[CH:19][CH:20]=[CH:21][CH:22]=2)=[C:7]([CH3:9])[CH3:8])[CH:24]=[CH:25][CH:26]=[CH:27][CH:28]=1 |f:1.2|. Procedure details: A solution of n-butyllithium in hexane was added to a suspension of isopropyltriphenylphosphonium iodide in tetrahydrofuran to obtain a solution of 12.5×10-3M of triphenylisopropylidene phosphorane in tetrahydrofuran and 20 ml of the solution were added to a solution of 1.35 g of the product of Step B in 25 ml of tetrahydrofuran. After stirring at 0° C. for one hour and then at room temperature for one hour, the mixture was diluted with 10 ml of water and was extracted with ether. The extract wa... Starting materials: CC#N, C[Si](C)(C)I, CCCS(=O)(=O)C1(c2ccc(-c3ccccc3)cc2)CC(C(=O)OC)N(C(=O)OCc2ccccc2)C1. The product is CCCS(=O)(=O)C1(c2ccc(-c3ccccc3)cc2)CNC(C(=O)OC)C1. Reaction SMILES: [CH3:43][C:44]#[N:45].[I:38][Si:39]([CH3:40])([CH3:41])[CH3:42].[c:1]1(-[c:32]2[cH:33][cH:34][cH:35][cH:36][cH:37]2)[cH:2][cH:3][c:4]([C:7]2([S:26](=[O:27])(=[O:28])[CH2:29][CH2:30][CH3:31])[CH2:8][CH:9]([C:22](=[O:23])[O:24][CH3:25])[N:10]([C:12]([O:13][CH2:14][c:15]3[cH:16][cH:17][cH:18][cH:19][cH:20]3)=[O:21])[CH2:11]2)[cH:5][cH:6]1>>[c:1]1(-[c:32]2[cH:33][cH:34][cH:35][cH:36][cH:37]2)[cH:2][cH:3][c:4]([C:7]2([S:26](=[O:27])(=[O:28])[CH2:29][CH2:30][CH3:31])[CH2:8][CH:9]([C:22](=[O:23])[O:24][CH3:25])[NH:10][CH2:11]2)[cH:5][cH:6]1.